Dataset: the Open Reaction Database (ORD), a public repository of structured organic reaction records. Task: describe an organic reaction: reactants, conditions, products, and yield The reactants are C(C)(C)(C)[Si](C(C)(C)C)(C(C)(C)C)C#C[B-](C#C[Si](C(C)(C)C)(C(C)(C)C)C(C)(C)C)(C#C[Si](C(C)(C)C)(C(C)(C)C)C(C)(C)C)C#C[Si](C(C)(C)C)(C(C)(C)C)C(C)(C)C.[Li+] (Lithium tetrakis(tritert-butylsilylethynyl)borate), [Cl-].C[NH+](C)C1=CC=CC=C1 (N,N-dimethylphenylammonium chloride). The solvent is C1(=CC=CC=C1)C (toluene). Yields the product C(C)(C)(C)[Si](C(C)(C)C)(C(C)(C)C)C#C[B-](C#C[Si](C(C)(C)C)(C(C)(C)C)C(C)(C)C)(C#C[Si](C(C)(C)C)(C(C)(C)C)C(C)(C)C)C#C[Si](C(C)(C)C)(C(C)(C)C)C(C)(C)C.C[NH+](C)C1=CC=CC=C1 (N,N-dimethylphenylammonium tetrakis(tritert-butylsilylethynyl)borate). Reaction SMILES: [C:1]([Si:5]([C:14]#[C:15][B-:16]([C:47]#[C:48][Si:49]([C:58]([CH3:61])([CH3:60])[CH3:59])([C:54]([CH3:57])([CH3:56])[CH3:55])[C:50]([CH3:53])([CH3:52])[CH3:51])([C:32]#[C:33][Si:34]([C:43]([CH3:46])([CH3:45])[CH3:44])([C:39]([CH3:42])([CH3:41])[CH3:40])[C:35]([CH3:38])([CH3:37])[CH3:36])[C:17]#[C:18][Si:19]([C:28]([CH3:31])([CH3:30])[CH3:29])([C:24]([CH3:27])([CH3:26])[CH3:25])[C:20]([CH3:23])([CH3:22])[CH3:21])([C:10]([CH3:13])([CH3:12])[CH3:11])[C:6]([CH3:9])([CH3:8])[CH3:7])([CH3:4])([CH3:3])[CH3:2].[Li+].[Cl-].[CH3:64][NH+:65]([C:67]1[CH:72]=[CH:71][CH:70]=[CH:69][CH:68]=1)[CH3:66]>C1(C)C=CC=CC=1>[C:54]([Si:49]([C:48]#[C:47][B-:16]([C:15]#[C:14][Si:5]([C:1]([CH3:4])([CH3:3])[CH3:2])([C:6]([CH3:9])([CH3:8])[CH3:7])[C:10]([CH3:13])([CH3:12])[CH3:11])([C:17]#[C:18][Si:19]([C:20]([CH3:23])([CH3:22])[CH3:21])([C:24]([CH3:27])([CH3:26])[CH3:25])[C:28]([CH3:31])([CH3:30])[CH3:29])[C:32]#[C:33][Si:34]([C:43]([CH3:46])([CH3:45])[CH3:44])([C:39]([CH3:41])([CH3:40])[CH3:42])[C:35]([CH3:36])([CH3:37])[CH3:38])([C:50]([CH3:53])([CH3:52])[CH3:51])[C:58]([CH3:61])([CH3:60])[CH3:59])([CH3:55])([CH3:56])[CH3:57].[CH3:64][NH+:65]([C:67]1[CH:72]=[CH:71][CH:70]=[CH:69][CH:68]=1)[CH3:66] |f:0.1,2.3,5.6|. Procedure details: Lithium tetrakis(tritert-butylsilylethynyl)borate is dissolved in toluene and one equivalent of N,N-dimethylphenylammonium chloride is added. The LiCl which has precipitated out is filtered off. After removal of the toluene in vacuo, N,N-dimethylphenylammonium tetrakis(tritert-butylsilylethynyl)borate is obtained. Yields the product Cn1cc2c3c(ccc2n1)CCC3=CCN. Starting materials: CCO, Cn1cc2c3c(ccc2n1)CCC3=CC#N, CCO, [Co], N. Reaction SMILES: [CH2:17]([OH:18])[CH3:19].[CH3:1][n:2]1[n:3][c:4]2[cH:5][cH:6][c:7]3[c:8]([c:9]2[cH:10]1)[C:11](=[CH:14][C:15]#[N:16])[CH2:12][CH2:13]3.[CH3:21][CH2:22][OH:23].[Co:24].[NH3:20]>>[CH3:1][n:2]1[n:3][c:4]2[cH:5][cH:6][c:7]3[c:8]([c:9]2[cH:10]1)[C:11](=[CH:14][CH2:15][NH2:16])[CH2:12][CH2:13]3. Reactants: Cl (HCl), O (water), [OH-].[Li+] (lithium hydroxide), COC(CCC=C=CCSCCCCCCCCCCC)=O (Methyl-8-thianonadeca-4,5-dienoate). The solvent is C(C)O (ethanol). Product: C(CCC=C=CCSCCCCCCCCCCC)(=O)O (8-thianonadeca-4,5-dienoic acid). The yield is 59.7%. RXN SMILES: C[O:2][C:3](=[O:22])[CH2:4][CH2:5][CH:6]=[C:7]=[CH:8][CH2:9][S:10][CH2:11][CH2:12][CH2:13][CH2:14][CH2:15][CH2:16][CH2:17][CH2:18][CH2:19][CH2:20][CH3:21].O.[OH-].[Li+].Cl>C(O)C>[C:3]([OH:22])(=[O:2])[CH2:4][CH2:5][CH:6]=[C:7]=[CH:8][CH2:9][S:10][CH2:11][CH2:12][CH2:13][CH2:14][CH2:15][CH2:16][CH2:17][CH2:18][CH2:19][CH2:20][CH3:21] |f:2.3|. Procedure: Methyl-8-thianonadeca-4,5-dienoate (210 mg) was treated in 10 ml of ethanol and 1 ml of water with 160 mg of lithium hydroxide at room temperature for 18 hours. The solution was acidified to pH 4 with dilute HCl and extracted with diethyl ether twice. The ethereal extracts were washed with brine and dried over potassium carbonate to give 120 mg of 8-thianonadeca-4,5-dienoic acid. This procedure can be used to convert the compounds of Example VI to their corresponding acid. Starting materials: C1(=CC=CC=C1)NN (phenylhydrazine), C1(=CC=CC=C1)N=C=NC1=CC=CC=C1 (diphenylcarbodiimide). Solvent: C1=CC=CC=C1 (benzene). Yields the product C1(=CC=CC=C1)NC(=NC1=CC=CC=C1)NNC1=CC=CC=C1 (1,2-diphenyl-3-anilinoguanidine). Isolated yield 60.5%. As a reaction SMILES: [C:1]1([NH:7][NH2:8])[CH:6]=[CH:5][CH:4]=[CH:3][CH:2]=1.[C:9]1([N:15]=[C:16]=[N:17][C:18]2[CH:23]=[CH:22][CH:21]=[CH:20][CH:19]=2)[CH:14]=[CH:13][CH:12]=[CH:11][CH:10]=1>C1C=CC=CC=1>[C:18]1([NH:17][C:16]([NH:8][NH:7][C:1]2[CH:6]=[CH:5][CH:4]=[CH:3][CH:2]=2)=[N:15][C:9]2[CH:14]=[CH:13][CH:12]=[CH:11][CH:10]=2)[CH:19]=[CH:20][CH:21]=[CH:22][CH:23]=1. Reported procedure: To 300 ml of benzene was added 10 g of phenylhydrazine and the mixture was stirred under ice-cooling. To the solution thus formed was added dropwise 17 g of diphenylcarbodiimide and the mixture was stirred for 5 hours as it was to precipitate crystals, which were recovered by suction filtration to provide 16 g of 1,2-diphenyl-3-anilinoguanidine. Then, 5.8 g of the compound thus obtained and 3.4 g of benzoyl chloride were heat refluxed in 100 ml of toluene for 6 hours; after the reaction was over... The reactants are C(C1=CC=CC=C1)(=O)NC1=CC=C(C=C1)C1=CC=C2CN(C(C2=C1)=O)[C@H](C(=O)O)C(C)C ((S)-2-(6-(4-Benzamidophenyl)-1-oxoisoindolin-2-yl)-3-methylbutanoic acid), CC([C@@H](C(=O)OC)N1C(C2=CC(=CC=C2C1)C1=CC=C(C=C1)NC(CC1=CC=CC=C1)=O)=O)C ((S)-Methyl 3-methyl-2-(1-oxo-6-(4-(2-phenylacetamido)phenyl)isoindolin-2-yl)butanoate). Product: CC([C@@H](C(=O)O)N1C(C2=CC(=CC=C2C1)C1=CC=C(C=C1)NC(CC1=CC=CC=C1)=O)=O)C ((S)-3-Methyl-2-(1-oxo-6-(4-(2-phenylacetamido)phenyl)isoindolin-2-yl)butanoic acid). Yield: 90.0%. As a reaction SMILES: C(NC1C=CC(C2C=C3C(CN([C@@H](C(C)C)C(O)=O)C3=O)=CC=2)=CC=1)(=O)C1C=CC=CC=1.[CH3:33][CH:34]([CH3:66])[C@H:35]([N:40]1[CH2:48][C:47]2[C:42](=[CH:43][C:44]([C:49]3[CH:54]=[CH:53][C:52]([NH:55][C:56](=[O:64])[CH2:57][C:58]4[CH:63]=[CH:62][CH:61]=[CH:60][CH:59]=4)=[CH:51][CH:50]=3)=[CH:45][CH:46]=2)[C:41]1=[O:65])[C:36]([O:38]C)=[O:37]>>[CH3:33][CH:34]([CH3:66])[C@H:35]([N:40]1[CH2:48][C:47]2[C:42](=[CH:43][C:44]([C:49]3[CH:54]=[CH:53][C:52]([NH:55][C:56](=[O:64])[CH2:57][C:58]4[CH:59]=[CH:60][CH:61]=[CH:62][CH:63]=4)=[CH:51][CH:50]=3)=[CH:45][CH:46]=2)[C:41]1=[O:65])[C:36]([OH:38])=[O:37]. Reported procedure: The compound of example 659 was prepared analogous to the compound of example 98 by hydrolysis of compound of example 658. Starting materials: CO, CCCN1CC=C(c2ccc(C)cc2C2CC(C)(C)CC(C)(C)C2)CC1, Cl. Product: CCCN1CCC(c2ccc(C)cc2C2CC(C)(C)CC(C)(C)C2)CC1, Cl. Reaction SMILES: [CH3:28][OH:29].[CH3:2][c:3]1[cH:4][c:5]([CH:18]2[CH2:19][C:20]([CH3:26])([CH3:27])[CH2:21][C:22]([CH3:24])([CH3:25])[CH2:23]2)[c:6]([C:9]2=[CH:14][CH2:13][N:12]([CH2:15][CH2:16][CH3:17])[CH2:11][CH2:10]2)[cH:7][cH:8]1.[ClH:1]>>[CH3:2][c:3]1[cH:4][c:5]([CH:18]2[CH2:19][C:20]([CH3:26])([CH3:27])[CH2:21][C:22]([CH3:24])([CH3:25])[CH2:23]2)[c:6]([CH:9]2[CH2:10][CH2:11][N:12]([CH2:15][CH2:16][CH3:17])[CH2:13][CH2:14]2)[cH:7][cH:8]1.[ClH:1]. The reactants are NC1=C(C=C(C[C@@H]2CS(C[C@@H]3N(C(O[C@@H]23)=O)CC2=CC(=CC=C2)C(C)(C)C)(=O)=O)C=C1I)F ((3aR*,7S*,7aS*)-7-(4-amino-3-fluoro-5-iodo-benzyl)-3-(3-tert-butyl-benzyl)-5,5-dioxo-hexa-hydro-1-oxa-5lambda*6*-thia-3-aza-inden-2-one), N1C(CC1)=O (azetidin-2-one). Product: NC1=C(C=C(C=C1F)C[C@@H]1CS(C[C@@H]([C@H]1O)NCC1=CC(=CC=C1)C(C)(C)C)(=O)=O)N1C(CC1)=O ({2-Amino-5-[(3S*,4S*,5R*)-5-(3-tert-butyl-benzylamino)-4-hydroxy-1,1-dioxo-hexahydro-1lambda*6*-thiopyran-3-ylmethyl]-3-fluoro-phenyl}-azetidin-2-one). RXN SMILES: [NH2:1][C:2]1[C:31](I)=[CH:30][C:5]([CH2:6][C@H:7]2[C@H:15]3[C@@H:11]([N:12]([CH2:17][C:18]4[CH:23]=[CH:22][CH:21]=[C:20]([C:24]([CH3:27])([CH3:26])[CH3:25])[CH:19]=4)C(=O)[O:14]3)[CH2:10][S:9](=[O:29])(=[O:28])[CH2:8]2)=[CH:4][C:3]=1[F:33].[NH:34]1[CH2:37][CH2:36][C:35]1=[O:38]>>[NH2:1][C:2]1[C:3]([F:33])=[CH:4][C:5]([CH2:6][C@H:7]2[C@H:15]([OH:14])[C@@H:11]([NH:12][CH2:17][C:18]3[CH:23]=[CH:22][CH:21]=[C:20]([C:24]([CH3:27])([CH3:25])[CH3:26])[CH:19]=3)[CH2:10][S:9](=[O:28])(=[O:29])[CH2:8]2)=[CH:30][C:31]=1[N:34]1[CH2:37][CH2:36][C:35]1=[O:38]. Procedure: The title compound was prepared in analogous manner as described for example 4 from (3aR*,7S*,7aS*)-7-(4-amino-3-fluoro-5-iodo-benzyl)-3-(3-tert-butyl-benzyl)-5,5-dioxo-hexa-hydro-1-oxa-5lambda*6*-thia-3-aza-inden-2-one (example 1k) and azetidin-2-one: HPLC RtC=2.99 min; ESIMS [M+H]+=504; NMR (400 MHz, CDCl3+0.5% D2O): δ 7.65 (m, 2H), 7.56 (t, 1H), 7.47 (m, 3H), 6.30 (m, 2H), 4.20 (q, 2H), 3.80 (m, 2H), 3.59 (m, 2H), 3.35, (m, 2H), 3.18 (m, 2H), 2.95 (m, 1H), 2.85 (m, 1H), 2.75 (m, 2H), 1.30 (s,...